Dataset: the Open Reaction Database (ORD), a public repository of structured organic reaction records. Task: describe an organic reaction: reactants, conditions, products, and yield The reactants are CC(C)(C)C(=O)OCn1cc(COc2ccc(-n3cnnn3)nc2)nn1, C1CCOC1, CO, Cl, [Na+], [OH-], O. Yields the product c1cc(-n2cnnn2)ncc1OCc1cn[nH]n1. RXN SMILES: [C:1]([O:2][CH2:3][n:9]1[n:10][n:11][c:12]([CH2:14][O:15][c:16]2[cH:17][n:18][c:19](-[n:22]3[n:23][n:24][n:25][cH:26]3)[cH:20][cH:21]2)[cH:13]1)(=[O:4])[C:5]([CH3:6])([CH3:7])[CH3:8].[CH2:32]1[O:33][CH2:34][CH2:35][CH2:36]1.[CH3:30][OH:31].[ClH:29].[Na+:28].[OH-:27].[OH2:37]>>[n:9]1[nH:10][n:11][c:12]([CH2:14][O:15][c:16]2[cH:17][n:18][c:19](-[n:22]3[n:23][n:24][n:25][cH:26]3)[cH:20][cH:21]2)[cH:13]1. Procedure details: In all of these Examples, an autoclave equipped with stirrer vanes and having a real content of 1270 ml was continuously served with an isopropenyltoluene, an indene, a dehydrated and refined toluene and a boron trifluoride phenolate complex (phenol, 1.6 times equivalent) diluted 10-fold with the dehydrated and refined toluene at ratios as shown in Table 1, so that the total amount of the isopropenyltoluene and the indene was 1.0 l/hr, and t-he polymerization reaction was carried out at a reacti... Conditions: time 2 hour. Starting materials: C(=C)(C)C1=C(C=CC=C1)C (isopropenyltoluene), C(=C)(C)C1=C(C=CC=C1)C (isopropenyltoluene), C1C=CC2=CC=CC=C12 (indene), C1C=CC2=CC=CC=C12 (indene), C1(=CC=CC=C1)[O-].B(F)(F)F (boron trifluoride phenolate), [OH-].[Na+] (NaOH). The product is C(=C)(C)C1=C(C=CC=C1)C.C1C=CC2=CC=CC=C12 (isopropenyltoluene indene). As a reaction SMILES: [C:1]([C:4]1[CH:9]=[CH:8][CH:7]=[CH:6][C:5]=1[CH3:10])([CH3:3])=[CH2:2].[CH2:11]1[C:19]2[C:14](=[CH:15][CH:16]=[CH:17][CH:18]=2)[CH:13]=[CH:12]1.C1([O-])C=CC=CC=1.B(F)(F)F.[OH-].[Na+]>C1(C)C=CC=CC=1>[C:1]([C:4]1[CH:9]=[CH:8][CH:7]=[CH:6][C:5]=1[CH3:10])([CH3:3])=[CH2:2].[CH2:11]1[C:19]2[C:14](=[CH:15][CH:16]=[CH:17][CH:18]=2)[CH:13]=[CH:12]1 |f:2.3,4.5,7.8|. The solvent is C1(=CC=CC=C1)C (toluene), C1(=CC=CC=C1)C (toluene). Starting materials: COC(=O)C(NC(=O)N(C)Cc1csc(C(C)C)n1)C(C)C, Cl, [Li+], C1COCCO1, [OH-]. Product: CC(C)c1nc(CN(C)C(=O)NC(C(=O)O)C(C)C)cs1. As a reaction SMILES: [CH3:1][O:2][C:3]([CH:4]([NH:5][C:6](=[O:7])[N:8]([CH2:9][c:10]1[n:11][c:12]([CH:15]([CH3:16])[CH3:17])[s:13][cH:14]1)[CH3:18])[CH:19]([CH3:20])[CH3:21])=[O:22].[ClH:25].[Li+:24].[O:26]1[CH2:27][CH2:28][O:29][CH2:30][CH2:31]1.[OH-:23]>>[O:2]=[C:3]([CH:4]([NH:5][C:6](=[O:7])[N:8]([CH2:9][c:10]1[n:11][c:12]([CH:15]([CH3:16])[CH3:17])[s:13][cH:14]1)[CH3:18])[CH:19]([CH3:20])[CH3:21])[OH:22].